Dataset: the Open Reaction Database (ORD), a public repository of structured organic reaction records. Task: describe an organic reaction: reactants, conditions, products, and yield The reactants are COC1=CC=C(C=C1)CCC(=O)N (3-(4-methoxyphenyl)propionic acid amide), C(CCC)[SnH](CCCC)CCCC (tri-n-butyltin hydride), tetrakistriphenylphosphine palladium. The solvent is O1CCCC1 (tetrahydrofuran), O1CCCC1 (tetrahydrofuran). Reaction conditions: time 10 minute. Product: C(CCC)[Sn](\C(\C(=O)N)=C\C1=CC=C(C=C1)OC)(CCCC)CCCC ((E)-2-{tri(n-butyl)stannyl}-3-(4-methoxyphenyl)acrylamide). Yield: 67.6%. Reaction SMILES: [CH3:1][O:2][C:3]1[CH:8]=[CH:7][C:6]([CH2:9][CH2:10][C:11]([NH2:13])=[O:12])=[CH:5][CH:4]=1.[CH2:14]([SnH:18]([CH2:23][CH2:24][CH2:25][CH3:26])[CH2:19][CH2:20][CH2:21][CH3:22])[CH2:15][CH2:16][CH3:17]>O1CCCC1>[CH2:23]([Sn:18]([CH2:14][CH2:15][CH2:16][CH3:17])([CH2:19][CH2:20][CH2:21][CH3:22])/[C:10](=[CH:9]/[C:6]1[CH:5]=[CH:4][C:3]([O:2][CH3:1])=[CH:8][CH:7]=1)/[C:11]([NH2:13])=[O:12])[CH2:24][CH2:25][CH3:26]. Procedure details: 3-(4-methoxyphenyl)propionic acid amide (10.3 mg, 0.059 mmol) prepared in Reference Synthetic Example 3 was dissolved in tetrahydrofuran (500 μl) in nitrogen atmosphere, tetrakistriphenylphosphine palladium (1.4 mg, 0.0012 mmol) was added under cooling with ice, and a tetrahydrofuran solution of tri-n-butyltin hydride (20 μl, 0.074 mmol) was dropwise added. After stirring for 10 minutes, the solution was concentrated under reduced pressure, and the residue was purified by silica gel column chrom... Reactants: Rochelle's salt water, O=C1N(CCN(C1)C(=O)OCC1C2=CC=CC=C2C=2C=CC=CC12)C(=O)OC(C)(C)C (1-tert-butyl 4-(9H-fluoren-9-ylmethyl) 2-oxopiperazine-1,4-dicarboxylate), CC(C)C[AlH]CC(C)C (DIBAL-H), C1CCOC1 (THF). Solvent: C(Cl)Cl (CH2Cl2). Reaction conditions: temperature -78 celsius, time 2 hour. The product is OC1N(CCN(C1)C(=O)OCC1C2=CC=CC=C2C=2C=CC=CC12)C(=O)OC(C)(C)C (1-tert-butyl 4-(9H-fluoren-9-ylmethyl) 2-hydroxypiperazine-1,4-dicarboxylate). As a reaction SMILES: [O:1]=[C:2]1[CH2:7][N:6]([C:8]([O:10][CH2:11][CH:12]2[C:24]3[CH:23]=[CH:22][CH:21]=[CH:20][C:19]=3[C:18]3[C:13]2=[CH:14][CH:15]=[CH:16][CH:17]=3)=[O:9])[CH2:5][CH2:4][N:3]1[C:25]([O:27][C:28]([CH3:31])([CH3:30])[CH3:29])=[O:26].C1COCC1.CC(C[AlH]CC(C)C)C>C(Cl)Cl>[OH:1][CH:2]1[CH2:7][N:6]([C:8]([O:10][CH2:11][CH:12]2[C:13]3[CH:14]=[CH:15][CH:16]=[CH:17][C:18]=3[C:19]3[C:24]2=[CH:23][CH:22]=[CH:21][CH:20]=3)=[O:9])[CH2:5][CH2:4][N:3]1[C:25]([O:27][C:28]([CH3:31])([CH3:30])[CH3:29])=[O:26]. Reported procedure: In a pre-dried RB flask, 1-tert-butyl 4-(9H-fluoren-9-ylmethyl) 2-oxopiperazine-1,4-dicarboxylate (6.5 g, 15.39 mmol) was dissolved in CH2Cl2 (150 mL) and THF (15 mL) under N2 and was cooled down to −78° C. DIBAL-H (23.08 mL, 23.08 mmol) was added slowly. Let reaction stir at −78° C. for 2 hours. Then saturated Rochelle's salt water solution (150 mL) was added to quenched reaction. Reaction was slowly warmed up to room temperature. Then it was passed through a Celite® pad. Filtering pad was wash... Reactants: C(C)(=O)OC(C)=O (acetic anhydride), C1(=CC=CC=C1)C1(CCS(CC1)=O)C1=CC=CC=C1 (4,4-diphenyltetrahydrothiapyran 1-oxide). Solvent: C1(=CC=CC=C1)C (toluene). Yields the product C1(=CC=CC=C1)C1(CCSC=C1)C1=CC=CC=C1 (3,4-dihydro-4,4-diphenyl-2H-thiapyran). Yield: 83.3%. As a reaction SMILES: C(OC(=O)C)(=O)C.[C:8]1([C:14]2([C:21]3[CH:26]=[CH:25][CH:24]=[CH:23][CH:22]=3)[CH2:19][CH2:18][S:17](=O)[CH2:16][CH2:15]2)[CH:13]=[CH:12][CH:11]=[CH:10][CH:9]=1>C1(C)C=CC=CC=1>[C:8]1([C:14]2([C:21]3[CH:26]=[CH:25][CH:24]=[CH:23][CH:22]=3)[CH:15]=[CH:16][S:17][CH2:18][CH2:19]2)[CH:9]=[CH:10][CH:11]=[CH:12][CH:13]=1. Procedure details: 3.95 cm3 of acetic anhydride are added to a suspension of 2.7 g of 4,4-diphenyltetrahydrothiapyran 1-oxide in 30 cm3 of anhydrous toluene. The mixture is refluxed for 20 hours and concentrated to dryness at 60° C. under reduced pressure (2.7 kPa and then 0.13 kPa). The oily residue is crystallized from diisopropyl oxide, the crystals are drained and dried. 2.1 g of 3,4-dihydro-4,4-diphenyl-2H-thiapyran are obtained in the form of white crystals; melting point 78° C. Reactants: [H][H] (hydrogen), ClC(=O)OCC1=CC=CC=C1 (benzyl chloroformate), FC1=C(C=CC(=C1)[N+](=O)[O-])N1CSCC1 (3-(2-fluoro-4-nitrophenyl)thiazolidine), C([O-])(O)=O.[Na+] (sodium bicarbonate). Reagents/catalysts: [Ni] (Raney nickel). Run in O (water), C(C)(=O)OCC (Ethyl acetate), O1CCCC1 (tetrahydrofuran). Product: FC1=C(C=CC(=C1)NC(=O)OCC1=CC=CC=C1)N1CSCC1 (3-[2-fluoro-4-(benzyloxycarbonyl)aminophenyl]thiazolidine). The yield is 43.9%. RXN SMILES: [F:1][C:2]1[CH:7]=[C:6]([N+:8]([O-])=O)[CH:5]=[CH:4][C:3]=1[N:11]1[CH2:15][CH2:14][S:13][CH2:12]1.[H][H].C(=O)(O)[O-].[Na+].Cl[C:24]([O:26][CH2:27][C:28]1[CH:33]=[CH:32][CH:31]=[CH:30][CH:29]=1)=[O:25]>O1CCCC1.[Ni].C(OCC)(=O)C.O>[F:1][C:2]1[CH:7]=[C:6]([NH:8][C:24]([O:26][CH2:27][C:28]2[CH:33]=[CH:32][CH:31]=[CH:30][CH:29]=2)=[O:25])[CH:5]=[CH:4][C:3]=1[N:11]1[CH2:15][CH2:14][S:13][CH2:12]1 |f:2.3|. Procedure details: The 3-(2-fluoro-4-nitrophenyl)thiazolidine (1.485 g, 6.513 mmol) was dissolved in tetrahydrofuran (25 mL) and water (5 mL) and then shaken under 40 psi of hydrogen in the presence of Raney nickel (500 mg) for 5 hours. After this time, the mixture was filtered over diatomaceous earth. The filter pad was washed with methanol and the filtrate was concentrated to an aqueous layer. Water (15 mL) and acetone (25 mL) were added to the aqueous mixture and the mixture was cooled in an ice bath. Solid sod... Reactants: CCOC(=O)C(C)(C)S(=O)(=O)C1CCOCC1, [Na+], C1COCCO1, [OH-], O. Yields the product CC(C)(C(=O)O)S(=O)(=O)C1CCOCC1. As a reaction SMILES: [CH2:1]([CH3:2])[O:3][C:4]([C:5]([CH3:6])([S:7](=[O:8])(=[O:9])[CH:10]1[CH2:11][CH2:12][O:13][CH2:14][CH2:15]1)[CH3:16])=[O:17].[Na+:19].[O:21]1[CH2:22][CH2:23][O:24][CH2:25][CH2:26]1.[OH-:18].[OH2:20]>>[O:3]=[C:4]([C:5]([CH3:6])([S:7](=[O:8])(=[O:9])[CH:10]1[CH2:11][CH2:12][O:13][CH2:14][CH2:15]1)[CH3:16])[OH:17]. Reactants: O=C1CN(c2ccc(-n3cc(-c4ccc(Cl)cc4Cl)nc3Cc3ccc(Br)cc3)cc2)S(=O)(=O)N1, c1ccc(C2CCNCC2)cc1. Product: O=C1CN(c2ccc(-n3cc(-c4ccc(Cl)cc4Cl)nc3Cc3ccc(N4CCC(c5ccccc5)CC4)cc3)cc2)S(=O)(=O)N1. As a reaction SMILES: [Br:1][c:2]1[cH:3][cH:4][c:5]([CH2:6][c:7]2[n:8](-[c:20]3[cH:21][cH:22][c:23]([N:26]4[CH2:27][C:28](=[O:33])[NH:29][S:30]4(=[O:31])=[O:32])[cH:24][cH:25]3)[cH:9][c:10](-[c:12]3[c:13]([Cl:19])[cH:14][c:15]([Cl:18])[cH:16][cH:17]3)[n:11]2)[cH:34][cH:35]1.[c:36]1([CH:42]2[CH2:43][CH2:44][NH:45][CH2:46][CH2:47]2)[cH:37][cH:38][cH:39][cH:40][cH:41]1>>[c:2]1([N:45]2[CH2:44][CH2:43][CH:42]([c:36]3[cH:37][cH:38][cH:39][cH:40][cH:41]3)[CH2:47][CH2:46]2)[cH:3][cH:4][c:5]([CH2:6][c:7]2[n:8](-[c:20]3[cH:21][cH:22][c:23]([N:26]4[CH2:27][C:28](=[O:33])[NH:29][S:30]4(=[O:31])=[O:32])[cH:24][cH:25]3)[cH:9][c:10](-[c:12]3[c:13]([Cl:19])[cH:14][c:15]([Cl:18])[cH:16][cH:17]3)[n:11]2)[cH:34][cH:35]1. Starting materials: C(C1=CC=CC=C1)N1C(C=C(C2=CC(=CC=C12)OCC1=CC=CC=C1)O)=O (1-Benzyl-4-hydroxy-6-benzyloxy-2(1H)-quinolinone). Reagents/catalysts: [Pd] (palladium). Run in C(C)(=O)O (acetic acid). The product is C(C1=CC=CC=C1)N1C(C=C(C2=CC(=CC=C12)O)O)=O (1-benzyl-4,6-dihydroxy-2(1H)-quinolinone). RXN SMILES: [CH2:1]([N:8]1[C:17]2[C:12](=[CH:13][C:14]([O:18]CC3C=CC=CC=3)=[CH:15][CH:16]=2)[C:11]([OH:26])=[CH:10][C:9]1=[O:27])[C:2]1[CH:7]=[CH:6][CH:5]=[CH:4][CH:3]=1>[Pd].C(O)(=O)C>[CH2:1]([N:8]1[C:17]2[C:12](=[CH:13][C:14]([OH:18])=[CH:15][CH:16]=2)[C:11]([OH:26])=[CH:10][C:9]1=[O:27])[C:2]1[CH:7]=[CH:6][CH:5]=[CH:4][CH:3]=1. Procedure details: 1-Benzyl-4-hydroxy-6-benzyloxy-2(1H)-quinolinone (Step (1) of Example 7) was subjected to hydrogenolysis using a palladium catalyst and acetic acid as a solvent to produce 1-benzyl-4,6-dihydroxy-2(1H)-quinolinone. Reactants: ClCCl, CN(C)C=O, CCOC(=O)CCl, [H-], [Na+], O, CS(=O)(=O)c1ncc[nH]1. The product is CCOC(=O)Cn1ccnc1S(C)(=O)=O. As a reaction SMILES: [CH2:25]([Cl:26])[Cl:27].[CH3:20][N:21]([CH3:22])[CH:23]=[O:24].[Cl:12][CH2:13][C:14](=[O:15])[O:16][CH2:17][CH3:18].[H-:1].[Na+:2].[OH2:19].[S:3](=[O:4])(=[O:5])([CH3:6])[c:7]1[nH:8][cH:9][cH:10][n:11]1>>[S:3](=[O:4])(=[O:5])([CH3:6])[c:7]1[n:8]([CH2:13][C:14](=[O:15])[O:16][CH2:17][CH3:18])[cH:9][cH:10][n:11]1. Starting materials: COC(=O)C1=CC=C(CN2N=C(C=C2C(=O)OC(C)(C)C)C2=CC(=C(C(=C2)F)F)F)C=C1 (tert-Butyl 1-[4-(methoxycarbonyl)benzyl]-3-(3,4,5-trifluorophenyl)-1H-pyrazole-5-carboxylate), C(=O)(C(F)(F)F)O (TFA). Run in ClCCl (dichloromethane). Product: COC(=O)C1=CC=C(CN2N=C(C=C2C(=O)O)C2=CC(=C(C(=C2)F)F)F)C=C1 (1-[4-(methoxycarbonyl)benzyl]-3-(3,4,5-trifluorophenyl)-1H-pyrazole-5-carboxylic acid). Reaction SMILES: [CH3:1][O:2][C:3]([C:5]1[CH:32]=[CH:31][C:8]([CH2:9][N:10]2[C:14]([C:15]([O:17]C(C)(C)C)=[O:16])=[CH:13][C:12]([C:22]3[CH:27]=[C:26]([F:28])[C:25]([F:29])=[C:24]([F:30])[CH:23]=3)=[N:11]2)=[CH:7][CH:6]=1)=[O:4].C(O)(C(F)(F)F)=O>ClCCl>[CH3:1][O:2][C:3]([C:5]1[CH:6]=[CH:7][C:8]([CH2:9][N:10]2[C:14]([C:15]([OH:17])=[O:16])=[CH:13][C:12]([C:22]3[CH:27]=[C:26]([F:28])[C:25]([F:29])=[C:24]([F:30])[CH:23]=3)=[N:11]2)=[CH:31][CH:32]=1)=[O:4]. Procedure: To a solution of the intermediate from step C (1.3 g, 3 mmol) in dichloromethane (10 mL) was added TFA (10 mL). After stirring the reaction at room temperature for 18 hours, it was concentrated in vacuo, azeotroped with toluene (3×) and used in the next step without any further purification. 1H NMR (CD3OD, 500 MHz): 7.97 (d, J=8.2 Hz, 2H), 7.63 (dd, J=6.9, 9.0 Hz, 2H), 7.33 (s, 1H), 7.31 (d, J=8.3 Hz, 2H), 5.58 (s, 2H), 3.88 (s, 3H). LC-MS: 3.68 min; (M+H)=391.1.